Dataset: the Open Reaction Database (ORD), a public repository of structured organic reaction records. Task: describe an organic reaction: reactants, conditions, products, and yield Reactants: CC(=O)O[BH-](OC(C)=O)OC(C)=O, CN(C)C1(c2ccccc2)CCC(=O)CC1, CC(=O)O, ClCCCl, NC1Cc2ccccc2C1, [Na+]. Yields the product CN(C)C1(c2ccccc2)CCC(NC2Cc3ccccc3C2)CC1. As a reaction SMILES: [C:31]([O:32][BH-:33]([O:34][C:35](=[O:36])[CH3:37])[O:38][C:39](=[O:40])[CH3:41])(=[O:42])[CH3:43].[CH3:11][N:12]([C:13]1([c:20]2[cH:21][cH:22][cH:23][cH:24][cH:25]2)[CH2:14][CH2:15][C:16](=[O:19])[CH2:17][CH2:18]1)[CH3:26].[CH3:27][C:28](=[O:29])[OH:30].[Cl:45][CH2:46][CH2:47][Cl:48].[NH2:1][CH:2]1[CH2:3][c:4]2[cH:5][cH:6][cH:7][cH:8][c:9]2[CH2:10]1.[Na+:44]>>[NH:1]([CH:2]1[CH2:3][c:4]2[cH:5][cH:6][cH:7][cH:8][c:9]2[CH2:10]1)[CH:16]1[CH2:15][CH2:14][C:13]([N:12]([CH3:11])[CH3:26])([c:20]2[cH:21][cH:22][cH:23][cH:24][cH:25]2)[CH2:18][CH2:17]1.